From a dataset of the Open Reaction Database (ORD), a public repository of structured organic reaction records. describe an organic reaction: reactants, conditions, products, and yield Reactants: Br, CCOC(=O)C(CCc1ccccc1)NC(C)C(=O)N(CC(=O)NC(Cc1ccccc1)C(=O)OC(C)(C)C)C1Cc2ccccc2C1, CC(=O)O. Yields the product Br, CCOC(=O)C(CCc1ccccc1)NC(C)C(=O)N(CC(=O)NC(Cc1ccccc1)C(=O)O)C1Cc2ccccc2C1. Reaction SMILES: [BrH:49].[C:1]([CH3:2])([CH3:3])([CH3:4])[O:5][C:6]([CH:7]([NH:8][C:9]([CH2:10][N:11]([CH:12]1[CH2:13][c:14]2[cH:15][cH:16][cH:17][cH:18][c:19]2[CH2:20]1)[C:21]([CH:22]([NH:23][CH:24]([CH2:25][CH2:26][c:27]1[cH:28][cH:29][cH:30][cH:31][cH:32]1)[C:33](=[O:34])[O:35][CH2:36][CH3:37])[CH3:38])=[O:39])=[O:40])[CH2:41][c:42]1[cH:43][cH:44][cH:45][cH:46][cH:47]1)=[O:48].[CH3:50][C:51](=[O:52])[OH:53]>>[BrH:49].[O:5]=[C:6]([CH:7]([NH:8][C:9]([CH2:10][N:11]([CH:12]1[CH2:13][c:14]2[cH:15][cH:16][cH:17][cH:18][c:19]2[CH2:20]1)[C:21]([CH:22]([NH:23][CH:24]([CH2:25][CH2:26][c:27]1[cH:28][cH:29][cH:30][cH:31][cH:32]1)[C:33](=[O:34])[O:35][CH2:36][CH3:37])[CH3:38])=[O:39])=[O:40])[CH2:41][c:42]1[cH:43][cH:44][cH:45][cH:46][cH:47]1)[OH:48]. The reactants are NC=1C(=CC2=C(C(=NC(C(N2C)=O)(C)C)C2=C(C=CC=C2)Cl)C1Cl)Cl (7-amino-6,8-dichloro-5-(o-chlorophenyl)-1,3-dihydro-1,3,3-trimethyl-2H-1,4-benzodiazepin-2-one). The solvent is C(Cl)Cl.C1CCCCC1 (methylene chloride cyclohexane). Product: NC=1C=CC2=C(C(=NC(C(N2C)=O)(C)C)C2=C(C=CC=C2)Cl)C1 (7-amino-5-(o-chlorophenyl)-1,3-dihydro-1,3,3-trimethyl-2H-1,4-benzodiazepin-2-one). Reaction SMILES: [NH2:1][C:2]1[C:3](Cl)=[CH:4][C:5]2[N:11]([CH3:12])[C:10](=[O:13])[C:9]([CH3:15])([CH3:14])[N:8]=[C:7]([C:16]3[CH:21]=[CH:20][CH:19]=[CH:18][C:17]=3[Cl:22])[C:6]=2[C:23]=1Cl>C(Cl)Cl.C1CCCCC1>[NH2:1][C:2]1[CH:3]=[CH:4][C:5]2[N:11]([CH3:12])[C:10](=[O:13])[C:9]([CH3:15])([CH3:14])[N:8]=[C:7]([C:16]3[CH:21]=[CH:20][CH:19]=[CH:18][C:17]=3[Cl:22])[C:6]=2[CH:23]=1 |f:1.2|. Procedure: From 20 g (0.061 mol) of 7-amino-5-(o-chlorophenyl)-1,3-dihydro-1,3,3-trimethyl-2H-1,4-benzodiazepin-2-one there is obtained, in analogy to the details in Example 45, 7-amino-6,8-dichloro-5-(o-chlorophenyl)-1,3-dihydro-1,3,3-trimethyl-2H-1,4-benzodiazepin-2-one of melting point 105° (methylene chloride/cyclohexane). Reactants: O=C1C(CN(C2=C(N1)C=C(C=C2)C)C(=O)C=2OC=CC2)NC(=O)OC(C)(C)C (2-Oxo-3-tert-butoxycarbonylamino-5-(furan-2-ylcarbonyl)-8-methyl-1,3,4,5-tetrahydro-2H-1,5-benzodiazepine), Cl (hydrochloric acid), BrCC(=O)C1=C(C=CC=C1)C (2-bromo-2′-methylacetophenone), [OH-].[Na+] (sodium hydroxide). The reagents and catalysts are [Br-].C(CCC)[N+](CCCC)(CCCC)CCCC (tetra n-butylammonium bromide). Run in C1(=CC=CC=C1)C (toluene). Conditions: time 2 hour. Product: C=1(C(=CC=CC1)C(=O)CN1C(C(CN(C2=C1C=C(C=C2)C)C(=O)C=2OC=CC2)NC(=O)OC(C)(C)C)=O)C (1-(2-toluoylmethyl)-2-oxo-3-tert-butoxycarbonylamino-5-(furan-2-ylcarbonyl)-8-methyl-1,3,4,5-tetrahydro-2H-1,5-benzodiazepine). Isolated yield 76.9%. RXN SMILES: [O:1]=[C:2]1[NH:8][C:7]2[CH:9]=[C:10]([CH3:13])[CH:11]=[CH:12][C:6]=2[N:5]([C:14]([C:16]2[O:17][CH:18]=[CH:19][CH:20]=2)=[O:15])[CH2:4][CH:3]1[NH:21][C:22]([O:24][C:25]([CH3:28])([CH3:27])[CH3:26])=[O:23].Br[CH2:30][C:31]([C:33]1[CH:38]=[CH:37][CH:36]=[CH:35][C:34]=1[CH3:39])=[O:32].[OH-].[Na+].Cl>C1(C)C=CC=CC=1.[Br-].C([N+](CCCC)(CCCC)CCCC)CCC>[C:34]1([CH3:39])[C:33]([C:31]([CH2:30][N:8]2[C:7]3[CH:9]=[C:10]([CH3:13])[CH:11]=[CH:12][C:6]=3[N:5]([C:14]([C:16]3[O:17][CH:18]=[CH:19][CH:20]=3)=[O:15])[CH2:4][CH:3]([NH:21][C:22]([O:24][C:25]([CH3:28])([CH3:27])[CH3:26])=[O:23])[C:2]2=[O:1])=[O:32])=[CH:38][CH:37]=[CH:36][CH:35]=1 |f:2.3,6.7|. Reported procedure: 2-Oxo-3-tert-butoxycarbonylamino-5-(furan-2-ylcarbonyl)-8-methyl-1,3,4,5-tetrahydro-2H-1,5-benzodiazepine (1.50 g) was suspended in toluene (20 ml), 2-bromo-2′-methylacetophenone (995 mg), 1N aqueous sodium hydroxide (10 ml) and tetra n-butylammonium bromide (20 mg) were added, and the mixture was stirred for 2 hours at room temperature. The reaction mixture was weakly acidified with 1N hydrochloric acid, and extracted with methylene chloride. The organic layer was washed with saturated aqueous ... Reactants: [Cl-].[NH4+] (ammonium chloride), aqueous-alcoholic solution, CSCCNC1=CC=CC=C1 ([β-(methylthio)ethyl]aniline). Reagents/catalysts: [Zn] (zinc). Product: CSCCNC1=CC=C(N)C=C1 (4-[β-(methylthio)ethylamino]aniline). Reaction SMILES: [Cl-].[NH4+:2].[CH3:3][S:4][CH2:5][CH2:6][NH:7][C:8]1[CH:13]=[CH:12][CH:11]=[CH:10][CH:9]=1>[Zn]>[CH3:3][S:4][CH2:5][CH2:6][NH:7][C:8]1[CH:13]=[CH:12][C:11]([NH2:2])=[CH:10][CH:9]=1 |f:0.1|. Procedure: 0.8 g of ammonium chloride and 20 g of powdered zinc are added to 44 ml of aqueous-alcoholic solution (10% of water, 90% of alcohol). This mixture is brought to reflux with stirring, and 0.04 mole (8.5 g) of 4-nitro-N-[[β-(methylthio)ethyl]aniline is added, the addition being regulated so as to maintain the reflux without heating. The decolorized reaction medium is filtered while boiling into a flask containing 8.5 ml of strength hydrochloric acid. The expected product precipitates in the form o... Reactants: C1(=CC=CC=C1)C1CC(CCCC1)=O (3-phenylcycloheptanone), C(OC)(OC)=O (dimethyl carbonate), [H-].[Na+] (sodium hydride). The reagents and catalysts are CO (methanol). Product: O=C1C(CCCC(C1)C1=CC=CC=C1)C(=O)OC (methyl 2-oxo-4-phenylcycloheptanecarboxylate). RXN SMILES: [C:1]1([CH:7]2[CH2:13][CH2:12][CH2:11][CH2:10][C:9](=[O:14])[CH2:8]2)[CH:6]=[CH:5][CH:4]=[CH:3][CH:2]=1.[C:15](=O)([O:18]C)[O:16][CH3:17].[H-].[Na+]>CO>[O:14]=[C:9]1[CH2:8][CH:7]([C:1]2[CH:6]=[CH:5][CH:4]=[CH:3][CH:2]=2)[CH2:13][CH2:12][CH2:11][CH:10]1[C:15]([O:16][CH3:17])=[O:18] |f:2.3|. Procedure details: A mixture of 3-phenylcycloheptanone (1.88 g, 9.99 mmol) and 5 drops of methanol in dimethyl carbonate (1.68 mL, 20.0 mmol) was treated with sodium hydride (60% dispersion, 800 mg, 20.0 mmol). The reaction was then refluxed for 2 hours before being cooled back to room temperature. The reaction was quenched with 2 M hydrochloric acid and extracted with ether, then chromatographed on silica gel (15% ethyl acetate/hexane, eluant) to afford the title compound as a colorless oil. 1H NMR (300 MHz, DMSO... The reactants are COC(=O)c1ccc(CN(C)CC2CCCCN2C(=O)OC(C)(C)C)cc1, ClCCl, Cl, C1COCCO1. Yields the product COC(=O)c1ccc(CN(C)CC2CCCCN2)cc1, Cl. Reaction SMILES: [CH3:1][O:2][C:3](=[O:4])[c:5]1[cH:6][cH:7][c:8]([CH2:11][N:12]([CH3:13])[CH2:14][CH:15]2[N:16]([C:21]([O:22][C:23]([CH3:24])([CH3:25])[CH3:26])=[O:27])[CH2:17][CH2:18][CH2:19][CH2:20]2)[cH:9][cH:10]1.[Cl:29][CH2:30][Cl:31].[ClH:28].[O:32]1[CH2:33][CH2:34][O:35][CH2:36][CH2:37]1>>[CH3:1][O:2][C:3](=[O:4])[c:5]1[cH:6][cH:7][c:8]([CH2:11][N:12]([CH3:13])[CH2:14][CH:15]2[NH:16][CH2:17][CH2:18][CH2:19][CH2:20]2)[cH:9][cH:10]1.[ClH:28]. Yields the product C(#N)C=1C(=CC(=NC1)NC(=O)N1CCCC2=CC(=C(N=C12)C=O)CN1C(C(N(CC1)C)O)=O)NCCOC ((racemic) N-(5-cyano-4-((2-methoxyethyl)amino)pyridin-2-yl)-7-formyl-6-((3-hydroxy-4-methyl-2-oxopiperazin-1-yl)methyl)-3,4-dihydro-1,8-naphthyridine-1(2H)-carboxamide). Reported procedure: A solution of 4-((8-((5-cyano-4-((2-methoxyethyl)amino)pyridin-2-yl)carbamoyl)-2-formyl-5,6,7,8-tetrahydro-1,8-naphthyridin-3-yl)methyl)-1-methyl-3-oxopiperazine 1-oxide (Example 222, 5 mg, 0.01 mmol) in DMSO (1 ml) was stirred at room temperature. After 30 h, the reaction mixture was concentrated and the residue purified by reverse phase chromatography: Atlantis C18 T3 column (3.5 um, 4.6×150 mm, 45° C.), eluting with 1:1 acetonitrile/water (containing 10 mM NH4OAc, 0.02% TFA). The product cont... Reaction SMILES: [C:1]([C:3]1[C:4]([NH:34][CH2:35][CH2:36][O:37][CH3:38])=[CH:5][C:6]([NH:9][C:10]([N:12]2[C:21]3[N:20]=[C:19]([CH:22]=[O:23])[C:18]([CH2:24][N:25]4[CH2:30][CH2:29][N+:28]([O-])([CH3:31])[CH2:27][C:26]4=[O:33])=[CH:17][C:16]=3[CH2:15][CH2:14][CH2:13]2)=[O:11])=[N:7][CH:8]=1)#[N:2].CS(C)=[O:41]>>[C:1]([C:3]1[C:4]([NH:34][CH2:35][CH2:36][O:37][CH3:38])=[CH:5][C:6]([NH:9][C:10]([N:12]2[C:21]3[C:16](=[CH:17][C:18]([CH2:24][N:25]4[CH2:30][CH2:29][N:28]([CH3:31])[CH:27]([OH:41])[C:26]4=[O:33])=[C:19]([CH:22]=[O:23])[N:20]=3)[CH2:15][CH2:14][CH2:13]2)=[O:11])=[N:7][CH:8]=1)#[N:2]. Reactants: C(#N)C=1C(=CC(=NC1)NC(=O)N1CCCC=2C=C(C(=NC12)C=O)CN1C(C[N+](CC1)(C)[O-])=O)NCCOC (4-((8-((5-cyano-4-((2-methoxyethyl)amino)pyridin-2-yl)carbamoyl)-2-formyl-5,6,7,8-tetrahydro-1,8-naphthyridin-3-yl)methyl)-1-methyl-3-oxopiperazine 1-oxide), CS(=O)C (DMSO). Conditions: time 30 hour. Starting materials: C[Si](C)(C)C#N (trimethylsilyl cyanide), C(F)(F)(F)S(=O)(=O)[O-].C(F)(F)(F)S(=O)(=O)[O-].C(F)(F)(F)S(=O)(=O)[O-].[Yb+3] (Yb(OTf)3), CC1=NC(=NO1)C1=CC=C(C=C1)N (4-(5-methyl-[1,2,4]oxadiazol-3-yl)phenylamine), COC1=CC(=CC=2CCOC21)C=O (7-methoxy-2,3-dihydrobenzofuran-5-carbaldehyde). The solvent is C1CCOC1 (THF). Yields the product crude product, COC1=CC(=CC=2CCOC21)C(C#N)NC2=CC=C(C=C2)C2=NOC(=N2)C ((7-methoxy-2,3-dihydrobenzofuran-5-yl)-[4-(5-methyl-[1,2,4]oxadiazol-3-yl)phenylamino]acetonitrile). Reaction SMILES: C(S([O-])(=O)=O)(F)(F)F.C(S([O-])(=O)=O)(F)(F)F.C(S([O-])(=O)=O)(F)(F)F.[Yb+3].[CH3:26][C:27]1[O:31][N:30]=[C:29]([C:32]2[CH:37]=[CH:36][C:35]([NH2:38])=[CH:34][CH:33]=2)[N:28]=1.[CH3:39][O:40][C:41]1[C:49]2[O:48][CH2:47][CH2:46][C:45]=2[CH:44]=[C:43]([CH:50]=O)[CH:42]=1.C[Si]([C:56]#[N:57])(C)C>C1COCC1>[CH3:39][O:40][C:41]1[C:49]2[O:48][CH2:47][CH2:46][C:45]=2[CH:44]=[C:43]([CH:50]([NH:38][C:35]2[CH:36]=[CH:37][C:32]([C:29]3[N:28]=[C:27]([CH3:26])[O:31][N:30]=3)=[CH:33][CH:34]=2)[C:56]#[N:57])[CH:42]=1 |f:0.1.2.3|. Procedure details: To a solution of 426 mg of Yb(OTf)3 in 30 ml of THF there were added 1.2 g of 4-(5-methyl-[1,2,4]oxadiazol-3-yl)phenylamine, 1.22 g of 7-methoxy-2,3-dihydrobenzofuran-5-carbaldehyde [CAS No. 363185-46-0], 1 g of MS3A and 1.9 ml of trimethylsilyl cyanide under a nitrogen atmosphere, and the mixture was stirred at room temperature. The reaction mixture was filtered through celite, and the celite was washed with 100 ml of ethyl acetate. The organic layer was concentrated under reduced pressure to g...